This data is from the Open Reaction Database (ORD), a public repository of structured organic reaction records. The task is: describe an organic reaction: reactants, conditions, products, and yield Starting materials: C(C)OC(=O)C=1N=CC=2NC3=CC=CC(=C3C2C1COC)CO (5-Hydroxymethyl-4-methoxymethyl-beta-carboline-3-carboxylic acid ethyl ester), C(C)(C)O (isopropanol). Reagents/catalysts: CC(C)[O-].CC(C)[O-].CC(C)[O-].CC(C)[O-].[Ti+4] (titanium tetraisopropylate). Yields the product C(C)(C)OC(=O)C=1N=CC=2NC3=CC=CC(=C3C2C1COC)CO (5-Hydroxymethyl-4-methoxymethyl-beta-carboline-3-carboxylic acid isopropyl ester). As a reaction SMILES: [CH2:1]([O:3][C:4]([C:6]1[N:7]=[CH:8][C:9]2[NH:10][C:11]3[C:16]([C:17]=2[C:18]=1[CH2:19][O:20][CH3:21])=[C:15]([CH2:22][OH:23])[CH:14]=[CH:13][CH:12]=3)=[O:5])[CH3:2].[CH:24](O)(C)C>CC([O-])C.CC([O-])C.CC([O-])C.CC([O-])C.[Ti+4]>[CH:1]([O:3][C:4]([C:6]1[N:7]=[CH:8][C:9]2[NH:10][C:11]3[C:16]([C:17]=2[C:18]=1[CH2:19][O:20][CH3:21])=[C:15]([CH2:22][OH:23])[CH:14]=[CH:13][CH:12]=3)=[O:5])([CH3:24])[CH3:2] |f:2.3.4.5.6|. Procedure details: 5-Hydroxymethyl-4-methoxymethyl-beta-carboline-3-carboxylic acid ethyl ester (7.27 g) is refluxed in isopropanol (1000 ml) with titanium tetraisopropylate (7.1 ml) for 5 hours. The solution is evaporated, the residue is dissolved in ethyl acetate. The complete solution is reached by addition of 1N hydrochloric acid. Then it is made alkaline by addition of 1N sodium hydroxide solution. A precipitate resulting thereby is suctioned off. The filtrate is evaporated and yields a residue of 6.0 g of th... The reactants are resultant suspension, COC(=O)C=1N=C(C2=CC(=CC=C2C1O)OC1=CC=CC=C1)C#N (1-cyano-4-hydroxy-7-phenoxy-isoquinoline-3-carboxylic acid methyl ester), NC(CC(=O)O)C=1C=NC=CC1 (3-amino-3-pyridin-3-yl-propionic acid), C[O-].[Na+] (sodium methoxide), Cl (HCl). The solvent is CC(=O)N(C)C (DMA), O (water). Product: C(#N)C1=NC(=C(C2=CC=C(C=C12)OC1=CC=CC=C1)O)C(=O)NC(CC(=O)O)C=1C=NC=CC1 (3-[(1-Cyano-4-hydroxy-7-phenoxy-isoquinoline-3-carbonyl)-amino]-3-pyridin-3-yl-propionic acid). Isolated yield 41.3%. RXN SMILES: CO[C:3]([C:5]1[N:6]=[C:7]([C:23]#[N:24])[C:8]2[C:13]([C:14]=1[OH:15])=[CH:12][CH:11]=[C:10]([O:16][C:17]1[CH:22]=[CH:21][CH:20]=[CH:19][CH:18]=1)[CH:9]=2)=[O:4].[NH2:25][CH:26]([C:31]1[CH:32]=[N:33][CH:34]=[CH:35][CH:36]=1)[CH2:27][C:28]([OH:30])=[O:29].C[O-].[Na+].Cl>CC(N(C)C)=O.O>[C:23]([C:7]1[C:8]2[C:13](=[CH:12][CH:11]=[C:10]([O:16][C:17]3[CH:22]=[CH:21][CH:20]=[CH:19][CH:18]=3)[CH:9]=2)[C:14]([OH:15])=[C:5]([C:3]([NH:25][CH:26]([C:31]2[CH:32]=[N:33][CH:34]=[CH:35][CH:36]=2)[CH2:27][C:28]([OH:30])=[O:29])=[O:4])[N:6]=1)#[N:24] |f:2.3|. Procedure details: To a mixture of 1-cyano-4-hydroxy-7-phenoxy-isoquinoline-3-carboxylic acid methyl ester (50 mg, 0.16 mmol) and 3-amino-3-pyridin-3-yl-propionic acid (52 mg, 0.31 mmol) (commercially available from Combi-Blocks SS-4195) in DMA (2 mL) was added sodium methoxide (17 mg, 0.31 mmol). The resultant suspension mixture was heated in a 150° C. oil bath for 2 h. After cooled, reaction mixture was diluted with water (75 mL) and acidified by 1 N HCl to pH=3-4. Precipitate was collected, rinsed with water an... Starting materials: COC(=O)c1c(Oc2nc(OC)cc(OC)n2)cccc1C(C)=O, CCON, CC(=O)[O-], CO, Cl, [K+], O. Product: CCON=C(C)c1cccc(Oc2nc(OC)cc(OC)n2)c1C(=O)OC. RXN SMILES: [C:1]([CH3:2])(=[O:3])[c:4]1[c:5]([C:6](=[O:7])[O:8][CH3:9])[c:10]([O:14][c:15]2[n:16][c:17]([O:23][CH3:24])[cH:18][c:19]([O:21][CH3:22])[n:20]2)[cH:11][cH:12][cH:13]1.[CH2:26]([CH3:27])[O:28][NH2:29].[CH3:31][C:32](=[O:33])[O-:34].[CH3:35][OH:36].[ClH:25].[K+:30].[OH2:37]>>[C:1]([CH3:2])([c:4]1[c:5]([C:6](=[O:7])[O:8][CH3:9])[c:10]([O:14][c:15]2[n:16][c:17]([O:23][CH3:24])[cH:18][c:19]([O:21][CH3:22])[n:20]2)[cH:11][cH:12][cH:13]1)=[N:29][O:28][CH2:26][CH3:27]. Starting materials: C1(=CC=CC=C1)CCN(C=1SC=C(N1)C1=CC=CC=C1)CC1=CC=C(COC2=CC3=C(C(CO3)CC(=O)O)C=C2)C=C1 ({6-[(4-{[(2-phenylethyl)(4-phenyl-1,3-thiazol-2-yl)amino]methyl}benzyl)oxy]-2,3-dihydro-1-benzofuran-3-yl}acetic acid), [OH-].[Na+] (sodium hydroxide), [Cl-].[Ca+2].[Cl-] (calcium chloride). The solvent is CO (methanol), O (water). Yields the product C1(=CC=CC=C1)CCN(C=1SC=C(N1)C1=CC=CC=C1)CC1=CC=C(COC2=CC3=C(C(CO3)CC(=O)[O-])C=C2)C=C1.[Ca+2].C1(=CC=CC=C1)CCN(C=1SC=C(N1)C1=CC=CC=C1)CC1=CC=C(COC2=CC3=C(C(CO3)CC(=O)[O-])C=C2)C=C1 (calcium {6-[(4-{[(2-phenylethyl)(4-phenyl-1,3-thiazol-2-yl)amino]methyl}benzyl)oxy]-2,3-dihydro-1-benzofuran-3-yl}acetate). Isolated yield 81.2%. Reaction SMILES: [C:1]1([CH2:7][CH2:8][N:9]([CH2:21][C:22]2[CH:42]=[CH:41][C:25]([CH2:26][O:27][C:28]3[CH:40]=[CH:39][C:31]4[CH:32]([CH2:35][C:36]([OH:38])=[O:37])[CH2:33][O:34][C:30]=4[CH:29]=3)=[CH:24][CH:23]=2)[C:10]2[S:11][CH:12]=[C:13]([C:15]3[CH:20]=[CH:19][CH:18]=[CH:17][CH:16]=3)[N:14]=2)[CH:6]=[CH:5][CH:4]=[CH:3][CH:2]=1.[OH-].[Na+].[Cl-].[Ca+2:46].[Cl-]>CO.O>[C:1]1([CH2:7][CH2:8][N:9]([CH2:21][C:22]2[CH:23]=[CH:24][C:25]([CH2:26][O:27][C:28]3[CH:40]=[CH:39][C:31]4[CH:32]([CH2:35][C:36]([O-:38])=[O:37])[CH2:33][O:34][C:30]=4[CH:29]=3)=[CH:41][CH:42]=2)[C:10]2[S:11][CH:12]=[C:13]([C:15]3[CH:16]=[CH:17][CH:18]=[CH:19][CH:20]=3)[N:14]=2)[CH:6]=[CH:5][CH:4]=[CH:3][CH:2]=1.[Ca+2:46].[C:1]1([CH2:7][CH2:8][N:9]([CH2:21][C:22]2[CH:23]=[CH:24][C:25]([CH2:26][O:27][C:28]3[CH:40]=[CH:39][C:31]4[CH:32]([CH2:35][C:36]([O-:38])=[O:37])[CH2:33][O:34][C:30]=4[CH:29]=3)=[CH:41][CH:42]=2)[C:10]2[S:11][CH:12]=[C:13]([C:15]3[CH:16]=[CH:17][CH:18]=[CH:19][CH:20]=3)[N:14]=2)[CH:6]=[CH:5][CH:4]=[CH:3][CH:2]=1 |f:1.2,3.4.5,8.9.10|. Reported procedure: To a solution of {6-[(4-{[(2-phenylethyl)(4-phenyl-1,3-thiazol-2-yl)amino]methyl}benzyl)oxy]-2,3-dihydro-1-benzofuran-3-yl}acetic acid (0.541 g, 0.938 mmol) in methanol (5 mL) was added 2 M aqueous sodium hydroxide solution (1 mL), and the mixture was concentrated under reduced pressure. Water (50 mL) and methanol (20 mL) were added to the obtained residue, and a solution of calcium chloride (0.111 g, 1.00 mmol) in water (5 mL) was added thereto. The mixture was concentrated under reduced pressu... The reactants are Br, CCOc1cccc(S)c1, C1CCOC1, ClCCl, Nc1ncc(Br)s1, [Na+], [OH-]. The product is CCOc1cccc(Sc2cnc(N)s2)c1. As a reaction SMILES: [BrH:11].[CH2:1]([CH3:2])[O:3][c:4]1[cH:5][c:6]([SH:10])[cH:7][cH:8][cH:9]1.[CH2:21]1[O:22][CH2:23][CH2:24][CH2:25]1.[Cl:26][CH2:27][Cl:28].[NH2:12][c:13]1[s:14][c:15]([Br:18])[cH:16][n:17]1.[Na+:20].[OH-:19]>>[CH2:1]([CH3:2])[O:3][c:4]1[cH:5][c:6]([S:10][c:15]2[s:14][c:13]([NH2:12])[n:17][cH:16]2)[cH:7][cH:8][cH:9]1. The reactants are ClC1=CC=C2C(C(=O)OC(N2)=O)=C1 (5-chloroisatoic anhydride), COC=1C=C2C(C(NC2=CC1)=O)=O (5-methoxyisatin), FC=1C=C2C(C(NC2=CC1)=O)=O (5-fluoroisatin). Product: COC=1C=C2C(C3=NC4=CC=CC=C4C(N3C2=CC1)=O)=O (8-Methoxyindolo[2,1-b]quinazoline-6,12-dione). The yield is 24.0%. RXN SMILES: Cl[C:2]1[CH:13]=[C:6]2[C:7](OC(=O)[NH:11][C:5]2=[CH:4][CH:3]=1)=[O:8].[CH3:14][O:15][C:16]1[CH:17]=[C:18]2[C:22](=[CH:23][CH:24]=1)[NH:21][C:20](=O)[C:19]2=[O:26].FC1C=C2C(=CC=1)NC(=O)C2=O>>[CH3:14][O:15][C:16]1[CH:17]=[C:18]2[C:22](=[CH:23][CH:24]=1)[N:21]1[C:20](=[N:11][C:5]3[C:6]([C:7]1=[O:8])=[CH:13][CH:2]=[CH:3][CH:4]=3)[C:19]2=[O:26]. Reported procedure: Using the procedure in Example 12 and substituting isatoic anhydride for 5-chloroisatoic anhydride and 5-methoxyisatin for 5-fluoroisatin gave the title compound in 24% yield: mp 267.6°-269° C.; 1H NMR (300 MHz, DMSO-d6) δ 8.28 (d, 1H) 8.25 (d, 1H) 7.93 (d, 2H) 7.68-7.78 (m, 1H) 7.37-7.46 (m, 2H) 3.88 (s, 3H); MS (M+H)+ 279. The reactants are OC(=S)c1ccccc1, O=C([O-])O, C1CCOC1, CCOC(C)=O, [K+], CCOC(=O)N=NC(=O)OCC, O, Cn1cc(CO)cn1, c1ccc(P(c2ccccc2)c2ccccc2)cc1. Yields the product Cn1cc(CSC(=O)c2ccccc2)cn1. Reaction SMILES: [C:40]([c:41]1[cH:42][cH:43][cH:44][cH:45][cH:46]1)(=[S:47])[OH:48].[C:49](=[O:50])([OH:51])[O-:52].[CH2:54]1[O:55][CH2:56][CH2:57][CH2:58]1.[CH3:59][CH2:60][O:61][C:62](=[O:63])[CH3:64].[K+:53].[O:20]=[C:21]([O:22][CH2:23][CH3:24])[N:25]=[N:26][C:27]([O:28][CH2:29][CH3:30])=[O:31].[OH2:65].[OH:32][CH2:33][c:34]1[cH:35][n:36][n:37]([CH3:39])[cH:38]1.[c:1]1([P:2]([c:3]2[cH:4][cH:5][cH:6][cH:7][cH:8]2)[c:9]2[cH:10][cH:11][cH:12][cH:13][cH:14]2)[cH:15][cH:16][cH:17][cH:18][cH:19]1>>[CH2:33]([c:34]1[cH:35][n:36][n:37]([CH3:39])[cH:38]1)[S:47][C:40]([c:41]1[cH:42][cH:43][cH:44][cH:45][cH:46]1)=[O:48]. Reactants: COC(=O)c1cc2sc(C(N)=O)c(O)c2s1, O=CC(c1ccccc1)c1ccccc1. Product: COC(=O)c1cc2sc(C(=O)NC=C(c3ccccc3)c3ccccc3)c(O)c2s1. RXN SMILES: [C:1](=[O:2])([O:3][CH3:4])[c:5]1[cH:6][c:7]2[s:8][c:9]([C:14](=[O:15])[NH2:16])[c:10]([OH:13])[c:11]2[s:12]1.[c:17]1([CH:23]([CH:24]=[O:25])[c:26]2[cH:27][cH:28][cH:29][cH:30][cH:31]2)[cH:18][cH:19][cH:20][cH:21][cH:22]1>>[C:1](=[O:2])([O:3][CH3:4])[c:5]1[cH:6][c:7]2[s:8][c:9]([C:14](=[O:15])[NH:16][CH:24]=[C:23]([c:17]3[cH:18][cH:19][cH:20][cH:21][cH:22]3)[c:26]3[cH:27][cH:28][cH:29][cH:30][cH:31]3)[c:10]([OH:13])[c:11]2[s:12]1. The reactants are CCOCCCOc1ccc(-c2ccc3c(c2)C=C(C(=O)OC)CCN3C=O)cc1, C1CCOC1, CO, [Na+], [OH-]. Yields the product CCOCCCOc1ccc(-c2ccc3c(c2)C=C(C(=O)O)CCN3C=O)cc1. As a reaction SMILES: [CH2:1]([CH3:2])[O:3][CH2:4][CH2:5][CH2:6][O:7][c:8]1[cH:9][cH:10][c:11](-[c:14]2[cH:15][cH:16][c:17]3[c:18]([cH:30]2)[CH:19]=[C:20]([C:26](=[O:27])[O:28][CH3:29])[CH2:21][CH2:22][N:23]3[CH:24]=[O:25])[cH:12][cH:13]1.[CH2:35]1[O:36][CH2:37][CH2:38][CH2:39]1.[CH3:33][OH:34].[Na+:32].[OH-:31]>>[CH2:1]([CH3:2])[O:3][CH2:4][CH2:5][CH2:6][O:7][c:8]1[cH:9][cH:10][c:11](-[c:14]2[cH:15][cH:16][c:17]3[c:18]([cH:30]2)[CH:19]=[C:20]([C:26](=[O:27])[OH:28])[CH2:21][CH2:22][N:23]3[CH:24]=[O:25])[cH:12][cH:13]1.